Task: describe an organic reaction: reactants, conditions, products, and yield. Dataset: the Open Reaction Database (ORD), a public repository of structured organic reaction records Reactants: [I-] (Iodide), ClC=1C=CC=2N(N1)C(=CN2)C(C)(O)C=2C=C1C=NN(C1=CC2F)C ((rac)-1-(6-Chloro-imidazo[1,2-b]pyridazin-3-yl)-1-(6-fluoro-1-methyl-1H-indazol-5-yl)-ethanol), O[PH2]=O (H3PO2). Run in C(C)(=O)O (acetic acid). The product is ClC=1C=CC=2N(N1)C(=CN2)C(C)C=2C=C1C=NN(C1=CC2F)C ((rac)-6-Chloro-3-[1-(6-fluoro-1-methyl-1H-indazol-5-yl)-ethyl]-imidazo[1,2-b]pyridazine). As a reaction SMILES: [Cl:1][C:2]1[CH:3]=[CH:4][C:5]2[N:6]([C:8]([C:11]([C:14]3[CH:15]=[C:16]4[C:20](=[CH:21][C:22]=3[F:23])[N:19]([CH3:24])[N:18]=[CH:17]4)(O)[CH3:12])=[CH:9][N:10]=2)[N:7]=1.[I-].O[PH2]=O>C(O)(=O)C>[Cl:1][C:2]1[CH:3]=[CH:4][C:5]2[N:6]([C:8]([CH:11]([C:14]3[CH:15]=[C:16]4[C:20](=[CH:21][C:22]=3[F:23])[N:19]([CH3:24])[N:18]=[CH:17]4)[CH3:12])=[CH:9][N:10]=2)[N:7]=1. Reported procedure: (rac)-1-(6-Chloro-imidazo[1,2-b]pyridazin-3-yl)-1-(6-fluoro-1-methyl-1H-indazol-5-yl)-ethanol ((i), 21.4 g, 61.9 mmol) was dissolved in acetic acid (310 mL) and introduced in 20 microwave reactor-vials. Iodide (2.36 g×20, 186 mmol), followed by H3PO2 50% (2.56 mL×20, 464 mmol) were then added into each vial. Then they were submitted to microwave irradiations 10 min at 150° C. The combined RMs were concentrated in vacuo and the residue was diluted with water, basified by a 4 M NaOH solution and e... Starting materials: P(=O)(O)(O)[O-].[Na+] (sodium dihydrogen phosphate), ClC1=NC2=CC(=C(C=C2N=C1Cl)F)[N+](=O)[O-] (2,3-dichloro-6-fluoro-7-nitroquinoxaline), CC(C)([O-])C.[K+] (potassium tert-butoxide), C1(=CC=CC=C1)C (toluene). Run in C(C)(C)(C)O (tert-butanol). Yields the product C(C)(C)(C)OC1=NC2=CC(=C(C=C2N=C1Cl)[N+](=O)[O-])F (2-tert-butoxy-3-chloro-7-fluoro-6-nitroquinoxaline). Yield: 69.9%. As a reaction SMILES: [Cl:1][C:2]1[C:11](Cl)=[N:10][C:9]2[C:4](=[CH:5][C:6]([N+:14]([O-:16])=[O:15])=[C:7]([F:13])[CH:8]=2)[N:3]=1.[CH3:17][C:18]([CH3:21])([O-:20])[CH3:19].[K+].C1(C)C=CC=CC=1.P([O-])(O)(O)=O.[Na+]>C(O)(C)(C)C>[C:18]([O:20][C:11]1[C:2]([Cl:1])=[N:3][C:4]2[C:9](=[CH:8][C:7]([F:13])=[C:6]([N+:14]([O-:16])=[O:15])[CH:5]=2)[N:10]=1)([CH3:21])([CH3:19])[CH3:17] |f:1.2,4.5|. Procedure: To a solution of 2,3-dichloro-6-fluoro-7-nitroquinoxaline 5.24 g in tetrahydrofran (50 mL), was added dropwise a solution of potassium tert-butoxide 2.51 g in tert-butanol 60 mL at −10 to −8° C. for about 1 hr. After the addition, the mixture was stirred at 0° C. for 1 hr, to which toluene 100 mL and a solution of 0.1M sodium dihydrogen phosphate 20 mL were added, then which was poured into a separatory funnel. The organic layer was washed with water and saturated saline, dried over MgSO4, and e...